Dataset: the Open Reaction Database (ORD), a public repository of structured organic reaction records. Task: describe an organic reaction: reactants, conditions, products, and yield Starting materials: O=C(CCN1CCC(CC1)C1=CC=CC=C1)C=1C=C2CCC(NC2=CC1)=O (6-[1-oxo-3-(4-phenyl-1-piperidyl)propyl]-3,4-dihydrocarbostyril), [H][H] (hydrogen). The reagents and catalysts are [Pd] (palladium black). Run in O (water). Product: OC(CCN1CCC(CC1)C1=CC=CC=C1)C=1C=C2CCC(NC2=CC1)=O (6-[1-hydroxy-3-(4-phenyl-1-piperidyl)-propyl]-dihydrocarbostyril). As a reaction SMILES: [O:1]=[C:2]([C:17]1[CH:18]=[C:19]2[C:24](=[CH:25][CH:26]=1)[NH:23][C:22](=[O:27])[CH2:21][CH2:20]2)[CH2:3][CH2:4][N:5]1[CH2:10][CH2:9][CH:8]([C:11]2[CH:16]=[CH:15][CH:14]=[CH:13][CH:12]=2)[CH2:7][CH2:6]1.[H][H]>O.[Pd]>[OH:1][CH:2]([C:17]1[CH:18]=[C:19]2[C:24](=[CH:25][CH:26]=1)[NH:23][C:22](=[O:27])[CH2:21][CH2:20]2)[CH2:3][CH2:4][N:5]1[CH2:10][CH2:9][CH:8]([C:11]2[CH:16]=[CH:15][CH:14]=[CH:13][CH:12]=2)[CH2:7][CH2:6]1. Procedure details: 1.9 Grams of 6-[1-oxo-3-(4-phenyl-1-piperidyl)propyl]-3,4-dihydrocarbostyril and 0.5 g of palladium black were dispersed in 80 ml of water and the dispersion was stirred under 2 atmospheric pressure of hydrogen gas at a room temperature for 5 hours. The reaction mixture was filtered for removing the palladium black and the mother liquor was concentrated under a reduce pressure then the residue thus obtained was crystallized by adding a small amount of ethanol then crude crystals thus obtained we... The reactants are resultant suspension, C(=O)([O-])[O-].[K+].[K+] (K2CO3), ClC(=O)OC1=CC=CC=C1 (phenyl chloroformate), NaBII4, O[C@@](CC=O)(CC(C)(O[Si](C)(C)C)C)C1=CC=CC=C1 ((R)-3-hydroxy-5-methyl-3-phenyl-5-(trimethylsilyloxy)hexanal), N[C@@H](C)C1=CC=C(C=C1)C1=CC(N(C=C1)C)=O ((S)-4-(4-(1-aminoethyl)phenyl)-1-methylpyridin-2(1H)-one). Solvent: O (water), CO (MeOH). Reaction conditions: temperature 25 celsius, time 15 hour. Yields the product O[C@@](CCN(C(OC1=CC=CC=C1)=O)[C@@H](C)C1=CC=C(C=C1)C1=CC(N(C=C1)C)=O)(CC(C)(C)O)C1=CC=CC=C1 (phenyl (S)-3,5-dihydroxy-5-methyl-3-phenylhexyl((S)-1-(4-(1-methyl-2-oxo-1,2-dihydropyridin-4-yl)phenyl)ethyl)carbamate). As a reaction SMILES: [OH:1][C@:2]([C:15]1[CH:20]=[CH:19][CH:18]=[CH:17][CH:16]=1)([CH2:6][C:7]([CH3:14])([O:9][Si](C)(C)C)[CH3:8])[CH2:3][CH:4]=O.[NH2:21][C@H:22]([C:24]1[CH:29]=[CH:28][C:27]([C:30]2[CH:35]=[CH:34][N:33]([CH3:36])[C:32](=[O:37])[CH:31]=2)=[CH:26][CH:25]=1)[CH3:23].C([O-])([O-])=O.[K+].[K+].Cl[C:45]([O:47][C:48]1[CH:53]=[CH:52][CH:51]=[CH:50][CH:49]=1)=[O:46]>CO.O>[OH:1][C@:2]([C:15]1[CH:20]=[CH:19][CH:18]=[CH:17][CH:16]=1)([CH2:6][C:7]([OH:9])([CH3:14])[CH3:8])[CH2:3][CH2:4][N:21]([C@H:22]([C:24]1[CH:25]=[CH:26][C:27]([C:30]2[CH:35]=[CH:34][N:33]([CH3:36])[C:32](=[O:37])[CH:31]=2)=[CH:28][CH:29]=1)[CH3:23])[C:45](=[O:46])[O:47][C:48]1[CH:53]=[CH:52][CH:51]=[CH:50][CH:49]=1 |f:2.3.4|. Procedure: NaBII4 (0.226 g, 5.97 mmol) is added in portions to a mixture of 9 (1.17 g, 3.98 mmol) and (S)-4-(4-(1-aminoethyl)phenyl)-1-methylpyridin-2(1H)-one (15) (1.00 g, 4.37 g) in MeOH (5 mL). The mixture is stirred at 25° C. for 15 h, then treated with K2CO3 (1.65 g, 11.93 mmol) followed by phenyl chloroformate (0.93, 5.97 mmol). The resultant suspension is then stirred at 25° C. for 1 hour, treated with water (15 mL) over 30 min, and stirred at 25° C. for 2 hours. The solids are collected by filtrati...